describe an organic reaction: reactants, conditions, products, and yield From a dataset of the Open Reaction Database (ORD), a public repository of structured organic reaction records. Starting materials: BrC1=C(C=CC(=C1)[N+](=O)[O-])N1C2=C(OCC1)C=C(C=C2)S(=O)(=O)N(C=2SC=CN2)CC2=CC=C(C=C2)OC (4-(2-Bromo-4-nitrophenyl)-N-(4-methoxybenzyl)-N-(thiazol-2-yl)-3,4-dihydro-2H-benzo[b][1,4]oxazine-7-sulfonamide), B1(OC(C(O1)(C)C)(C)C)C2=CCN(CC2)C(=O)OC(C)(C)C (3,6-dihydro-2h-pyridine-1-N-boc-4-boronic acid pinacol ester), C(=O)([O-])[O-].[K+].[K+] (K2CO3). Reagents/catalysts: C=1C=CC(=CC1)[P](C=2C=CC=CC2)(C=3C=CC=CC3)[Pd]([P](C=4C=CC=CC4)(C=5C=CC=CC5)C=6C=CC=CC6)([P](C=7C=CC=CC7)(C=8C=CC=CC8)C=9C=CC=CC9)[P](C=1C=CC=CC1)(C=1C=CC=CC1)C=1C=CC=CC1 (tetrakis(triphenylphosphine)palladium(0)). The solvent is O1CCOCC1 (dioxane), O (water), O (water), C(Cl)Cl (DCM). Reaction conditions: temperature 100 celsius. The product is COC1=CC=C(CN(S(=O)(=O)C=2C=CC3=C(OCCN3C3=C(C=C(C=C3)[N+](=O)[O-])C3=CCN(CC3)C(=O)OC(C)(C)C)C2)C=2SC=CN2)C=C1 (tert-butyl 4-(2-(7-(N-(4-methoxybenzyl)-N-(thiazol-2-yl)sulfamoyl)-2H-benzo[b][1,4]oxazin-4(3H)-yl)-5-nitrophenyl)-5,6-dihydropyridine-1(2H)-carboxylate). Reaction SMILES: Br[C:2]1[CH:7]=[C:6]([N+:8]([O-:10])=[O:9])[CH:5]=[CH:4][C:3]=1[N:11]1[CH2:16][CH2:15][O:14][C:13]2[CH:17]=[C:18]([S:21]([N:24]([CH2:30][C:31]3[CH:36]=[CH:35][C:34]([O:37][CH3:38])=[CH:33][CH:32]=3)[C:25]3[S:26][CH:27]=[CH:28][N:29]=3)(=[O:23])=[O:22])[CH:19]=[CH:20][C:12]1=2.B1([C:48]2[CH2:53][CH2:52][N:51]([C:54]([O:56][C:57]([CH3:60])([CH3:59])[CH3:58])=[O:55])[CH2:50][CH:49]=2)OC(C)(C)C(C)(C)O1.C([O-])([O-])=O.[K+].[K+]>O1CCOCC1.O.C(Cl)Cl.C1C=CC([P]([Pd]([P](C2C=CC=CC=2)(C2C=CC=CC=2)C2C=CC=CC=2)([P](C2C=CC=CC=2)(C2C=CC=CC=2)C2C=CC=CC=2)[P](C2C=CC=CC=2)(C2C=CC=CC=2)C2C=CC=CC=2)(C2C=CC=CC=2)C2C=CC=CC=2)=CC=1>[CH3:38][O:37][C:34]1[CH:33]=[CH:32][C:31]([CH2:30][N:24]([C:25]2[S:26][CH:27]=[CH:28][N:29]=2)[S:21]([C:18]2[CH:19]=[CH:20][C:12]3[N:11]([C:3]4[CH:4]=[CH:5][C:6]([N+:8]([O-:10])=[O:9])=[CH:7][C:2]=4[C:48]4[CH2:53][CH2:52][N:51]([C:54]([O:56][C:57]([CH3:60])([CH3:59])[CH3:58])=[O:55])[CH2:50][CH:49]=4)[CH2:16][CH2:15][O:14][C:13]=3[CH:17]=2)(=[O:23])=[O:22])=[CH:36][CH:35]=1 |f:2.3.4,^1:80,82,101,120|. Procedure: A microwave vial was charged with 4-(2-bromo-4-nitrophenyl)-N-(4-methoxybenzyl)-N-(thiazol-2-yl)-3,4-dihydro-2H-benzo[b][1,4]oxazine-7-sulfonamide (0.136 g, 0.220 mmol) (STEP 1, EXAMPLE 64), 3,6-dihydro-2h-pyridine-1-N-boc-4-boronic acid pinacol ester (0.136 g, 0.440 mmol), tetrakis(triphenylphosphine)palladium(0) (0.025 g, 0.022 mmol), and K2CO3 (0.152 g, 1.101 mmol). The solids were diluted with dioxane (1.468 mL) and water (0.734 mL), and the reaction was heated under microwave irradiation at...